Task: describe an organic reaction: reactants, conditions, products, and yield. Dataset: the Open Reaction Database (ORD), a public repository of structured organic reaction records The reactants are N(=[N+]=[N-])C[Si](C)(C)C ((Azidomethyl)trimethylsilane), C(#C)C1=CC=CC=C1 (ethynylbenzene), O[C@@H](CO)[C@H]1OC(C(=C1[O-])O)=O.[Na+] (sodium (R)-2-((S)-1,2-dihydroxyethyl)-4-hydroxy-5-oxo-2,5-dihydrofuran-3-olate). The reagents and catalysts are S(=O)(=O)([O-])[O-].[Cu+2] (copper(II) sulfate). Run at time 4 day. Yields the product C1(=CC=CC=C1)C=1N=NN(C1)C[Si](C)(C)C (4-phenyl-1-((trimethylsilyl)methyl)-1H-1,2,3-triazole). RXN SMILES: [N:1]([CH2:4][Si:5]([CH3:8])([CH3:7])[CH3:6])=[N+:2]=[N-:3].[C:9]([C:11]1[CH:16]=[CH:15][CH:14]=[CH:13][CH:12]=1)#[CH:10].O[C@H]([C@@H]1C([O-])=C(O)C(=O)O1)CO.[Na+]>S([O-])([O-])(=O)=O.[Cu+2]>[C:11]1([C:9]2[N:3]=[N:2][N:1]([CH2:4][Si:5]([CH3:8])([CH3:7])[CH3:6])[CH:10]=2)[CH:16]=[CH:15][CH:14]=[CH:13][CH:12]=1 |f:2.3,4.5|. Procedure details: (Azidomethyl)trimethylsilane (1.6 g, 12.38 mmol), ethynylbenzene (1.30 g, 12.73 mmol), copper(II) sulfate (0.060 g, 0.376 mmol) and sodium (R)-2-((S)-1,2-dihydroxyethyl)-4-hydroxy-5-oxo-2,5-dihydrofuran-3-olate (0.135 g, 0.681 mmol) were added to a 1:2 solution of waterbutan-1-ol. The reaction was stirred for 4 days and t-butanol and water were removed, producing a 4-phenyl-1-((trimethylsilyl)methyl)-1H-1,2,3-triazole solid. The reactants are CCCCCCCCC(=O)Cl, CCCCCCCOc1ccc(-c2ccc(O)cn2)c(F)c1, Cc1ccccc1, c1ccncc1. Product: CCCCCCCCC(=O)Oc1ccc(-c2ccc(OCCCCCCC)cc2F)nc1. RXN SMILES: [C:29]([CH2:30][CH2:31][CH2:32][CH2:33][CH2:34][CH2:35][CH2:36][CH3:37])(=[O:38])[Cl:39].[CH2:1]([CH2:2][CH2:3][CH2:4][CH2:5][CH2:6][CH3:7])[O:8][c:9]1[cH:10][c:11]([F:22])[c:12](-[c:15]2[n:16][cH:17][c:18]([OH:21])[cH:19][cH:20]2)[cH:13][cH:14]1.[CH3:40][c:41]1[cH:42][cH:43][cH:44][cH:45][cH:46]1.[cH:23]1[cH:24][cH:25][n:26][cH:27][cH:28]1>>[CH2:1]([CH2:2][CH2:3][CH2:4][CH2:5][CH2:6][CH3:7])[O:8][c:9]1[cH:10][c:11]([F:22])[c:12](-[c:15]2[n:16][cH:17][c:18]([O:21][C:29]([CH2:30][CH2:31][CH2:32][CH2:33][CH2:34][CH2:35][CH2:36][CH3:37])=[O:38])[cH:19][cH:20]2)[cH:13][cH:14]1. Reactants: CC(C)(C)NC(=O)c1cccc(CN2CCN(C(=O)OC(C)(C)C)CC2)c1F, ClCCl, O=C(O)C(F)(F)F. Yields the product CC(C)(C)NC(=O)c1cccc(CN2CCNCC2)c1F. Reaction SMILES: [C:1]([CH3:2])([CH3:3])([CH3:4])[NH:5][C:6](=[O:7])[c:8]1[c:9]([F:28])[c:10]([CH2:11][N:12]2[CH2:13][CH2:14][N:15]([C:18]([O:19][C:20]([CH3:21])([CH3:22])[CH3:23])=[O:24])[CH2:16][CH2:17]2)[cH:25][cH:26][cH:27]1.[Cl:36][CH2:37][Cl:38].[F:29][C:30]([F:31])([F:32])[C:33]([OH:34])=[O:35]>>[C:1]([CH3:2])([CH3:3])([CH3:4])[NH:5][C:6](=[O:7])[c:8]1[c:9]([F:28])[c:10]([CH2:11][N:12]2[CH2:13][CH2:14][NH:15][CH2:16][CH2:17]2)[cH:25][cH:26][cH:27]1. The reactants are CN(C)C=O, O=[N+]([O-])c1cc(CO)ccc1OCc1ccc(Cl)cc1Cl, O=[N+]([O-])c1cc(CCl)ccc1OCc1ccc(Cl)cc1Cl, [H-], [Na+], O=S(Cl)Cl, O=S(=O)(O)O, c1c[nH]cn1, O=[N+]([O-])c1cc(Cc2ncc[nH]2)ccc1C1(Cl)C=CC(COCC2=C(Cl)CC(Cl)(c3ccc(Cc4ncc[nH]4)cc3[N+](=O)[O-])C=C2)=C(Cl)C1. Yields the product O=[N+]([O-])c1cc(Cc2ncc[nH]2)ccc1OCc1ccc(Cl)cc1Cl. As a reaction SMILES: [CH3:108][N:109]([CH3:110])[CH:111]=[O:112].[Cl:1][c:2]1[c:3]([CH2:4][O:5][c:6]2[c:7]([N+:14](=[O:15])[O-:16])[cH:8][c:9]([CH2:10][OH:11])[cH:12][cH:13]2)[cH:17][cH:18][c:19]([Cl:21])[cH:20]1.[Cl:26][CH2:27][c:28]1[cH:29][cH:30][c:31]([O:32][CH2:33][c:34]2[cH:35][cH:36][c:37]([Cl:38])[cH:39][c:40]2[Cl:41])[c:42]([N+:43]([O-:44])=[O:45])[cH:46]1.[H-:52].[Na+:53].[S:22]([Cl:23])([Cl:24])=[O:25].[S:54](=[O:55])(=[O:56])([OH:57])[OH:58].[nH:47]1[cH:48][n:49][cH:50][cH:51]1.[nH:59]1[cH:60][cH:61][n:62][c:63]1[CH2:64][c:65]1[cH:66][cH:67][c:68]([C:69]2([Cl:70])[CH:71]=[CH:72][C:73]([CH2:74][O:75][CH2:76][C:77]3=[C:98]([Cl:99])[CH2:97][C:80]([Cl:81])([c:82]4[cH:83][cH:84][c:85]([CH2:86][c:87]5[nH:88][cH:89][cH:90][n:91]5)[cH:92][c:93]4[N+:94]([O-:95])=[O:96])[CH:79]=[CH:78]3)=[C:100]([Cl:101])[CH2:102]2)[c:103]([N+:104]([O-:105])=[O:106])[cH:107]1>>[Cl:1][c:2]1[c:3]([CH2:4][O:5][c:6]2[c:7]([N+:14](=[O:15])[O-:16])[cH:8][c:9]([CH2:10][c:48]3[nH:47][cH:51][cH:50][n:49]3)[cH:12][cH:13]2)[cH:17][cH:18][c:19]([Cl:21])[cH:20]1. Procedure: A mixture of potassium carbonate (724 mg, 5.24 mmol), ethyl bromofluoroacetate (882 mg, 4.76 mmol) and the product of Step A (1.5 g, 4.76 mmol) in acetonitrile (50 mL) was heated at reflux overnight. 100 mL of H2O and 200 mL of ethyl acetate were added to the mixture. The organic layer was separated, dried (MgSO4), filtered, and evaporated under vacuum to dryness. Flash chromatography yielded the title compound of Step B as a white solid (400 mg) m.p. 83°-85° C. 1H NMR δ7.21 (d,1H), 7.18 (d,1H),... Run in C(C)(=O)OCC (ethyl acetate), C(C)#N (acetonitrile). Reactants: O (H2O), C([O-])([O-])=O.[K+].[K+] (potassium carbonate), BrC(C(=O)OCC)F (ethyl bromofluoroacetate), ClC1=CC(=C(C=C1OC(C)C)NC(=O)C1NCCCC1)F (N-[4-Chloro-2-fluoro-5-(1 -methylethoxy)phenyl]piperidine-2-carboxamide). Isolated yield 21.1%. Product: ClC1=CC(=C(C=C1OC(C)C)N1C(N2C(CCCC2)C1=O)C(=O)OCC)F (Ethyl 2-[4-chloro-2-fluoro-5-(1-methylethoxy)phenyl]octahydro-1-oxoimidazo[1,5-a]pyridine-3-carboxylate). As a reaction SMILES: C(=O)([O-])[O-].[K+].[K+].Br[CH:8](F)[C:9]([O:11][CH2:12][CH3:13])=[O:10].[Cl:15][C:16]1[C:21]([O:22][CH:23]([CH3:25])[CH3:24])=[CH:20][C:19]([NH:26][C:27]([CH:29]2[CH2:34][CH2:33][CH2:32][CH2:31][NH:30]2)=[O:28])=[C:18]([F:35])[CH:17]=1.O>C(#N)C.C(OCC)(=O)C>[Cl:15][C:16]1[C:21]([O:22][CH:23]([CH3:25])[CH3:24])=[CH:20][C:19]([N:26]2[C:27](=[O:28])[CH:29]3[CH2:34][CH2:33][CH2:32][CH2:31][N:30]3[CH:8]2[C:9]([O:11][CH2:12][CH3:13])=[O:10])=[C:18]([F:35])[CH:17]=1 |f:0.1.2|. The reactants are BrC=1C=C(CBr)C=CC1 (3-bromobenzyl bromide), C(CCC)[Li] (n-Butyllithium), solution, CC1(N=C(OC1)C1=C(C=C(C=C1)C(F)(F)F)C)C (4,5-Dihydro-4,4-dimethyl-2-[2-methyl-4-[trifluoromethyl]phenyl]oxazole). The solvent is O1CCCC1 (tetrahydrofuran), hexanes, O1CCCC1 (tetrahydrofuran). Reaction conditions: time 2 hour. Yields the product BrC=1C=C(C=CC1)CCC1=C(C=CC(=C1)C(F)(F)F)C=1OCC(N1)(C)C (2-[2-[2-[3-Bromophenyl]ethyl]-4-[trifluoromethyl]phenyl]-4,5-Dihydro-4,4-dimethyloxazole). RXN SMILES: C([Li])CCC.[CH3:6][C:7]1([CH3:23])[CH2:11][O:10][C:9]([C:12]2[CH:17]=[CH:16][C:15]([C:18]([F:21])([F:20])[F:19])=[CH:14][C:13]=2[CH3:22])=[N:8]1.[Br:24][C:25]1[CH:26]=[C:27]([CH:30]=[CH:31][CH:32]=1)[CH2:28]Br>O1CCCC1>[Br:24][C:25]1[CH:26]=[C:27]([CH2:28][CH2:22][C:13]2[CH:14]=[C:15]([C:18]([F:21])([F:19])[F:20])[CH:16]=[CH:17][C:12]=2[C:9]2[O:10][CH2:11][C:7]([CH3:23])([CH3:6])[N:8]=2)[CH:30]=[CH:31][CH:32]=1. Procedure: n-Butyllithium (1.6 ml of a 2.5M solution in hexanes) was added to the product of step (ii) (0.59 g) in tetrahydrofuran (15 ml) at -65° C. After 1.5 hours 3-bromobenzyl bromide (1.0 g) in tetrahydrofuran (6 ml) was added. The reaction was stirred at room temperature for 2 hours, partitioned between brine and ethyl acetate, dried (MgSO4) and evaporated under reduced pressure. Purification was by chromatography eluting with 10% ethyl acetate in isohexane. Yield 0.44 g.